Dataset: the Open Reaction Database (ORD), a public repository of structured organic reaction records. Task: describe an organic reaction: reactants, conditions, products, and yield Starting materials: N1=C(C=CC2=CC=CC=C12)/C=C/C(=O)OC (Methyl (E)-3-(2-quinolinyl)-2-propenoate), O (water), [OH-].[Na+] (NaOH), O (water). The solvent is CO (methanol). Conditions: time 3.5 hour. The product is N1=C(C=CC2=CC=CC=C12)/C=C/C(=O)O ((E)-3-(2-Quinolinyl)-2-propenoic acid). Isolated yield 49.0%. As a reaction SMILES: [N:1]1[C:10]2[C:5](=[CH:6][CH:7]=[CH:8][CH:9]=2)[CH:4]=[CH:3][C:2]=1/[CH:11]=[CH:12]/[C:13]([O:15]C)=[O:14].O.[OH-].[Na+]>CO>[N:1]1[C:10]2[C:5](=[CH:6][CH:7]=[CH:8][CH:9]=2)[CH:4]=[CH:3][C:2]=1/[CH:11]=[CH:12]/[C:13]([OH:15])=[O:14] |f:2.3|. Procedure: To a solution of methyl (E)-3-(2-quinolinyl)-2-propenoate (2) (1.07 g, 5.02 mmol) in methanol (24 ml), a water solution of 1N NaOH (16 ml, 16.0 mmol) was added and the reaction mixture was stirred at room temperature for 3.5 hours. The mixture was supplemented with water (40 ml) and washed with ethyl acetate (40 ml). The aqueous layer was separated and the pH of the medium was brought to 5. The mixture was extracted with ethyl acetate (3×40 ml) and the combined extracts were dried (Na2SO4). The ... Reactants: O=C([O-])[O-], CN(C)C=O, O=C(Nc1cn2nc(I)ccc2n1)C1CC1, [K+], [K+], Nc1ccc(Cl)c(O)c1. Product: Nc1ccc(Cl)c(Oc2ccc3nc(NC(=O)C4CC4)cn3n2)c1. As a reaction SMILES: [C:26](=[O:27])([O-:28])[O-:29].[CH3:32][N:33]([CH3:34])[CH:35]=[O:36].[I:1][c:2]1[cH:3][cH:4][c:5]2[n:6]([n:7]1)[cH:8][c:9]([NH:11][C:12](=[O:13])[CH:14]1[CH2:15][CH2:16]1)[n:10]2.[K+:30].[K+:31].[NH2:17][c:18]1[cH:19][cH:20][c:21]([Cl:25])[c:22]([OH:24])[cH:23]1>>[c:2]1([O:24][c:22]2[c:21]([Cl:25])[cH:20][cH:19][c:18]([NH2:17])[cH:23]2)[cH:3][cH:4][c:5]2[n:6]([n:7]1)[cH:8][c:9]([NH:11][C:12](=[O:13])[CH:14]1[CH2:15][CH2:16]1)[n:10]2. The reactants are CC(C)CCOc1ccc(CN)cc1, CN(C)C=O, CCOC(C)=O, C(=NC1CCCCC1)=NC1CCCCC1, On1nnc2ccccc21, O=C(O)C1CSC(c2cccnc2)N1. Product: CC(C)CCOc1ccc(CNC(=O)C2CSC(c3cccnc3)N2)cc1. As a reaction SMILES: [CH3:1][CH:2]([CH2:3][CH2:4][O:5][c:6]1[cH:7][cH:8][c:9]([CH2:10][NH2:11])[cH:12][cH:13]1)[CH3:14].[CH3:54][N:55]([CH3:56])[CH:57]=[O:58].[CH3:59][CH2:60][O:61][C:62](=[O:63])[CH3:64].[CH:29]1([N:30]=[C:31]=[N:32][CH:33]2[CH2:34][CH2:35][CH2:36][CH2:37][CH2:38]2)[CH2:39][CH2:40][CH2:41][CH2:42][CH2:43]1.[OH:44][n:45]1[c:46]2[cH:47][cH:48][cH:49][cH:50][c:51]2[n:52][n:53]1.[n:15]1[cH:16][c:17]([CH:21]2[S:22][CH2:23][CH:24]([C:26](=[O:27])[OH:28])[NH:25]2)[cH:18][cH:19][cH:20]1>>[CH3:1][CH:2]([CH2:3][CH2:4][O:5][c:6]1[cH:7][cH:8][c:9]([CH2:10][NH:11][C:26]([CH:24]2[CH2:23][S:22][CH:21]([c:17]3[cH:16][n:15][cH:20][cH:19][cH:18]3)[NH:25]2)=[O:27])[cH:12][cH:13]1)[CH3:14]. Reactants: C(CC)N1CCC(C2=CC(=CC(=C12)C(C)O)C(C)C)(C)C (1-(1-n-propyl-6-isopropyl-4,4-dimethyl-1,2,3,4-tetrahydro-quinolin-8-yl)-ethan-1-ol), C(CC)N1CCC(C2=CC(=CC(=C12)C(C)O)C(C)C)(C)C (1-(1-n-propyl-6-isopropyl-4,4-dimethyl-1,2,3,4-tetrahydro-quinolin-8-yl)-ethan-1-ol), C[N+]1(CCOCC1)[O-] (4-methylmorpholine N-oxide). Product: C(C)(C)C=1C=C2C(CCN(C2=C(C1)C(C)=O)CCC)(C)C (1-(6-Isopropyl-4,4-dimethyl-1-n-propyl-1,2,3,4-tetrahydro-quinolin-8-yl)-ethanone). As a reaction SMILES: [CH2:1]([N:4]1[C:13]2[C:8](=[CH:9][C:10]([CH:17]([CH3:19])[CH3:18])=[CH:11][C:12]=2[CH:14]([OH:16])[CH3:15])[C:7]([CH3:21])([CH3:20])[CH2:6][CH2:5]1)[CH2:2][CH3:3].C[N+]1([O-])CCOCC1>>[CH:17]([C:10]1[CH:9]=[C:8]2[C:13](=[C:12]([C:14](=[O:16])[CH3:15])[CH:11]=1)[N:4]([CH2:1][CH2:2][CH3:3])[CH2:5][CH2:6][C:7]2([CH3:21])[CH3:20])([CH3:18])[CH3:19]. Procedure: Following General Procedure D, 1-(1-n-propyl-6-isopropyl-4,4-dimethyl-1,2,3,4-tetrahydro-quinolin-8-yl)-ethan-1-ol (Intermediate 11, 4.54 g, 18.1 mmol) and 4-methylmorpholine N-oxide (4.23 g, 36.2 mmol) were reacted to give the title compound as a yellow oil. Reactants: CC(C)CCOC(=O)Cc1cc(C(=O)c2ccc3c(c2)n(CCC(C)C)c(=O)n3CCC(C)C)ccc1OCCC(C)C, CCO, ClC(Cl)Cl, Cl, [Na+], C1CCOC1, [OH-], O. The product is CC(C)CCOc1ccc(C(=O)c2ccc3c(c2)n(CCC(C)C)c(=O)n3CCC(C)C)cc1CC(=O)O. RXN SMILES: [CH2:1]([CH2:2][CH:3]([CH3:4])[CH3:5])[n:6]1[c:7](=[O:43])[n:8]([CH2:38][CH2:39][CH:40]([CH3:41])[CH3:42])[c:9]2[c:10]1[cH:11][cH:12][c:13]([C:15](=[O:16])[c:17]1[cH:18][cH:19][c:20]([O:32][CH2:33][CH2:34][CH:35]([CH3:36])[CH3:37])[c:21]([CH2:23][C:24](=[O:25])[O:26][CH2:27][CH2:28][CH:29]([CH3:30])[CH3:31])[cH:22]1)[cH:14]2.[CH3:48][CH2:49][OH:50].[CH:56]([Cl:57])([Cl:58])[Cl:59].[ClH:47].[Na+:45].[O:51]1[CH2:52][CH2:53][CH2:54][CH2:55]1.[OH-:44].[OH2:46]>>[CH2:1]([CH2:2][CH:3]([CH3:4])[CH3:5])[n:6]1[c:7](=[O:43])[n:8]([CH2:38][CH2:39][CH:40]([CH3:41])[CH3:42])[c:9]2[c:10]1[cH:11][cH:12][c:13]([C:15](=[O:16])[c:17]1[cH:18][cH:19][c:20]([O:32][CH2:33][CH2:34][CH:35]([CH3:36])[CH3:37])[c:21]([CH2:23][C:24](=[O:25])[OH:26])[cH:22]1)[cH:14]2. Starting materials: solution, C(CCC)[Li] (n-butyllithium), hexanes, BrC1=CC=C(C=C1)[Si](C)(C)C (1-bromo-4-(trimethylsilyl)-benzene), C(=O)=O (dry ice), C(=O)=O (dry ice). Run in C1CCOC1 (THF). Reaction conditions: temperature -78 celsius, time 10 minute. The product is C[Si](C1=CC=C(C(=O)O)C=C1)(C)C (4-Trimethylsilanyl-benzoic acid). RXN SMILES: Br[C:2]1[CH:7]=[CH:6][C:5]([Si:8]([CH3:11])([CH3:10])[CH3:9])=[CH:4][CH:3]=1.C([Li])CCC.[C:17](=[O:19])=[O:18]>C1COCC1>[CH3:9][Si:8]([CH3:11])([CH3:10])[C:5]1[CH:6]=[CH:7][C:2]([C:17]([OH:19])=[O:18])=[CH:3][CH:4]=1. Procedure details: To 1-bromo-4-(trimethylsilyl)-benzene (Aldrich) (6.42 g, 28.04 mmol) in a clean, dry 250 mL round-bottom flask was added THF (100 mL) and the mixture was cooled to −78° C. with stirring for 10 minutes under nitrogen. Then, a 2.5M solution of n-butyllithium in hexanes (13.46 mL, 1.2 eq) was added slowly over about seven minutes. The resulting mixture was stirred at −78° C. for 1.5 hours (solution turned light yellow). Then, at −78° C. an excess of dry ice (4 large pieces) were added to the reacti... The reactants are CC(C)CC1CC(c2onc(C(CC(=O)[O-])CC(=O)OC(C)(C)C)c2C2CC2)C1, Cc1ccc(N)c(Cl)c1, CN(C)C=O, O, O, On1nnc2ccccc21. Product: Cc1ccc(NC(=O)CC(CC(=O)OC(C)(C)C)c2noc(C3CC(CC(C)C)C3)c2C2CC2)c(Cl)c1. RXN SMILES: [CH:1]1([c:4]2[c:5]([CH:17]([CH2:18][C:19](=[O:20])[O:21][C:22]([CH3:23])([CH3:24])[CH3:25])[CH2:26][C:27](=[O:28])[O-:29])[n:6][o:7][c:8]2[CH:9]2[CH2:10][CH:11]([CH2:13][CH:14]([CH3:15])[CH3:16])[CH2:12]2)[CH2:2][CH2:3]1.[Cl:35][c:36]1[c:37]([NH2:43])[cH:38][cH:39][c:40]([CH3:42])[cH:41]1.[O:30]=[CH:31][N:32]([CH3:33])[CH3:34].[OH2:54].[OH2:55].[OH:44][n:45]1[c:46]2[c:47]([cH:48][cH:49][cH:50][cH:51]2)[n:52][n:53]1>>[CH:1]1([c:4]2[c:5]([CH:17]([CH2:18][C:19](=[O:20])[O:21][C:22]([CH3:23])([CH3:24])[CH3:25])[CH2:26][C:27](=[O:29])[NH:43][c:37]3[c:36]([Cl:35])[cH:41][c:40]([CH3:42])[cH:39][cH:38]3)[n:6][o:7][c:8]2[CH:9]2[CH2:10][CH:11]([CH2:13][CH:14]([CH3:15])[CH3:16])[CH2:12]2)[CH2:2][CH2:3]1. Starting materials: CCOC(=O)C(C)(C)Br, O=C([O-])[O-], CN(C)C=O, [K+], [K+], O, COC(=O)c1ccc(O)c([N+](=O)[O-])c1. Yields the product CCOC(=O)C(C)(C)Oc1ccc(C(=O)OC)cc1[N+](=O)[O-]. Reaction SMILES: [Br:21][C:22]([C:23](=[O:24])[O:25][CH2:26][CH3:27])([CH3:28])[CH3:29].[C:15](=[O:16])([O-:17])[O-:18].[CH3:31][N:32]([CH3:33])[CH:34]=[O:35].[K+:19].[K+:20].[OH2:30].[OH:1][c:2]1[c:3]([N+:12](=[O:13])[O-:14])[cH:4][c:5]([C:6](=[O:7])[O:8][CH3:9])[cH:10][cH:11]1>>[O:1]([c:2]1[c:3]([N+:12](=[O:13])[O-:14])[cH:4][c:5]([C:6](=[O:7])[O:8][CH3:9])[cH:10][cH:11]1)[C:22]([C:23](=[O:24])[O:25][CH2:26][CH3:27])([CH3:28])[CH3:29].